Dataset: the Open Reaction Database (ORD), a public repository of structured organic reaction records. Task: describe an organic reaction: reactants, conditions, products, and yield Starting materials: Cc1cccc(-c2cc(C(=O)NCCCCCCCc3ccccc3)cc(-c3cccc(C)c3)c2OCC(=O)OC(C)(C)C)c1, O=CO. Product: Cc1cccc(-c2cc(C(=O)NCCCCCCCc3ccccc3)cc(-c3cccc(C)c3)c2OCC(=O)O)c1. Reaction SMILES: [C:1]([CH3:2])([CH3:3])([CH3:4])[O:5][C:6]([CH2:7][O:8][c:9]1[c:10](-[c:38]2[cH:39][c:40]([CH3:44])[cH:41][cH:42][cH:43]2)[cH:11][c:12]([C:22]([NH:23][CH2:24][CH2:25][CH2:26][CH2:27][CH2:28][CH2:29][CH2:30][c:31]2[cH:32][cH:33][cH:34][cH:35][cH:36]2)=[O:37])[cH:13][c:14]1-[c:15]1[cH:16][c:17]([CH3:21])[cH:18][cH:19][cH:20]1)=[O:45].[CH:46]([OH:47])=[O:48]>>[O:5]=[C:6]([CH2:7][O:8][c:9]1[c:10](-[c:38]2[cH:39][c:40]([CH3:44])[cH:41][cH:42][cH:43]2)[cH:11][c:12]([C:22]([NH:23][CH2:24][CH2:25][CH2:26][CH2:27][CH2:28][CH2:29][CH2:30][c:31]2[cH:32][cH:33][cH:34][cH:35][cH:36]2)=[O:37])[cH:13][c:14]1-[c:15]1[cH:16][c:17]([CH3:21])[cH:18][cH:19][cH:20]1)[OH:45]. Starting materials: [OH-].[Na+] (sodium hydroxide), COC([C@H](CNC(=O)C=1SC(=CC1)Cl)NS(=O)(=O)C1=C(C(=CC=C1)C=1C=NC=CC1)C)=O ((S)-3-[(5-Chloro-thiophene-2-carbonyl)-amino]-2-(2-methyl-3-pyridin-3-yl-benzenesulfonylamino)-propionic acid methyl ester), Cl (HCl). Solvent: C1CCOC1 (THF). Reaction conditions: time 2 hour. Product: ClC1=CC=C(S1)C(=O)NC[C@@H](C(=O)O)NS(=O)(=O)C1=C(C(=CC=C1)C=1C=NC=CC1)C ((S)-3-[(5-Chloro-thiophene-2-carbonyl)-amino]-2-(2-methyl-3-pyridin-3-yl-benzenesulfonylamino)-propionic acid). Isolated yield 96.3%. As a reaction SMILES: C[O:2][C:3](=[O:32])[C@@H:4]([NH:15][S:16]([C:19]1[CH:24]=[CH:23][CH:22]=[C:21]([C:25]2[CH:26]=[N:27][CH:28]=[CH:29][CH:30]=2)[C:20]=1[CH3:31])(=[O:18])=[O:17])[CH2:5][NH:6][C:7]([C:9]1[S:10][C:11]([Cl:14])=[CH:12][CH:13]=1)=[O:8].[OH-].[Na+].Cl>C1COCC1>[Cl:14][C:11]1[S:10][C:9]([C:7]([NH:6][CH2:5][C@H:4]([NH:15][S:16]([C:19]2[CH:24]=[CH:23][CH:22]=[C:21]([C:25]3[CH:26]=[N:27][CH:28]=[CH:29][CH:30]=3)[C:20]=2[CH3:31])(=[O:18])=[O:17])[C:3]([OH:32])=[O:2])=[O:8])=[CH:13][CH:12]=1 |f:1.2|. Procedure details: Intermediate 77 (589 mg, 1.19 mmol) was dissolved in 20 ml THF and sodium hydroxide (1N aq solution) (2.38 ml, 2.38 mmol) was added. After stirring at RT for 2 h, HCl 1 N (2 ml) was added, solvents were evaporated and DCM was added. The organic layer was dried with Na2SO4, filtered and evaporated to dryness. The solid was triturated with diisopropyl ether and filtrated. 550 mg (yield: 96%) of crude product were obtained and used without further purification in the next step.